This data is from the Open Reaction Database (ORD), a public repository of structured organic reaction records. The task is: describe an organic reaction: reactants, conditions, products, and yield Reactants: N1C(=NC2=C1C=CC=C2)NC2CCN(CC2)CC(C(C)C)=O (1-[4-(1H-benzimidazol-2-ylamino)-1-piperidinyl]-3-methyl-2-butanone), C1(=CC=CC=C1)CN (benzenemethanamine). Reagents/catalysts: [Pd] (palladium on activated carbon). Run in CO (methanol). Run at time 24 hour. The product is NC(CN1CCC(CC1)NC1=NC2=C(N1)C=CC=C2)C(C)C ((±)-N-[1 (2-amino-3-methylbutyl)-4-piperidinyl]-1H-benzimidazol-2-amine). Isolated yield 4.4%. As a reaction SMILES: [NH:1]1[C:5]2[CH:6]=[CH:7][CH:8]=[CH:9][C:4]=2[N:3]=[C:2]1[NH:10][CH:11]1[CH2:16][CH2:15][N:14]([CH2:17][C:18](=O)[CH:19]([CH3:21])[CH3:20])[CH2:13][CH2:12]1.C1(C[NH2:30])C=CC=CC=1>CO.[Pd]>[NH2:30][CH:18]([CH:19]([CH3:21])[CH3:20])[CH2:17][N:14]1[CH2:15][CH2:16][CH:11]([NH:10][C:2]2[NH:3][C:4]3[CH:9]=[CH:8][CH:7]=[CH:6][C:5]=3[N:1]=2)[CH2:12][CH2:13]1. Reported procedure: A mixture of 1-[4-(1H-benzimidazol-2-ylamino)-1-piperidinyl]-3-methyl-2-butanone (0.03 mol) and benzenemethanamine (0.09 mol) in methanol (200 ml) was hydrogenated at 40° C. under a 3 bar pressure for 48 hours with palladium on activated carbon (1.3 g) as a catalyst. After uptake of hydrogen, the catalyst was filtered through celite, washed with CH3OH and the filtrate was evaporated. Hydrogenation was continued for 24 hours. After uptake of hydrogen, the catalyst was filtered through celite, was... The reactants are ClC1=C(C=CC(=C1)C(C)(C(CNC(=S)NC1=CC(=C(C=C1)F)OC)=O)C)S(=O)(=O)N (2-chloro-4-(4-(3-(4-fluoro-3-methoxyphenyl)thioureido)-2-methyl-3-oxobutan-2-yl)benzenesulfonamide). Run in CC(=O)O (AcOH). Product: ClC1=C(C=CC(=C1)C(C)(C)C1=CN=C(N1C1=CC(=C(C=C1)F)OC)S)S(=O)(=O)N (2-chloro-4-(2-(1-(4-fluoro-3-methoxyphenyl)-2-mercapto-1H-imidazol-5-yl)propan-2-yl)benzenesulfonamide). Yield: 82.4%. Reaction SMILES: [Cl:1][C:2]1[CH:7]=[C:6]([C:8]([CH3:26])([C:10](=O)[CH2:11][NH:12][C:13]([NH:15][C:16]2[CH:21]=[CH:20][C:19]([F:22])=[C:18]([O:23][CH3:24])[CH:17]=2)=[S:14])[CH3:9])[CH:5]=[CH:4][C:3]=1[S:27]([NH2:30])(=[O:29])=[O:28]>CC(O)=O>[Cl:1][C:2]1[CH:7]=[C:6]([C:8]([C:10]2[N:15]([C:16]3[CH:21]=[CH:20][C:19]([F:22])=[C:18]([O:23][CH3:24])[CH:17]=3)[C:13]([SH:14])=[N:12][CH:11]=2)([CH3:26])[CH3:9])[CH:5]=[CH:4][C:3]=1[S:27]([NH2:30])(=[O:29])=[O:28]. Procedure: A solution of 2-chloro-4-(4-(3-(4-fluoro-3-methoxyphenyl)thioureido)-2-methyl-3-oxobutan-2-yl)benzenesulfonamide (8.6 g, 18.1 mmol) in AcOH (100 mL) was refluxed 3 h. After the reaction was complete, the solution was cooled to room temperature and azeotroped with toluene. The residue was triturated with Et2O, filtered and dried to provide the title compound (6.8 g, 82% yield) as a light yellow solid. 1H NMR (400 MHz, CDCl3+MeOD) δ 7.92 (d, J=8.4 Hz, 1H), 7.09 (s, 1H), 7.06 (d, J=8.4 Hz, 1H), 6.9... The reactants are CCNCC, C#C[Si](C)(C)C, O=C(c1ccc(Cl)cc1)c1ccc2c(c1)c(-c1cccc(I)c1)cc(=O)n2CC1CC1, [Cu]I, CN(C)C=O. Yields the product C[Si](C)(C)C#Cc1cccc(-c2cc(=O)n(CC3CC3)c3ccc(C(=O)c4ccc(Cl)cc4)cc23)c1. As a reaction SMILES: [CH2:43]([NH:44][CH2:45][CH3:46])[CH3:47].[CH3:32][Si:33]([CH3:34])([CH3:35])[C:36]#[CH:37].[Cl:1][c:2]1[cH:3][cH:4][c:5]([C:6](=[O:7])[c:8]2[cH:9][c:10]3[c:11](-[c:23]4[cH:24][c:25]([I:29])[cH:26][cH:27][cH:28]4)[cH:12][c:13](=[O:22])[n:14]([CH2:18][CH:19]4[CH2:20][CH2:21]4)[c:15]3[cH:16][cH:17]2)[cH:30][cH:31]1.[Cu:48][I:49].[O:38]=[CH:39][N:40]([CH3:41])[CH3:42]>>[Cl:1][c:2]1[cH:3][cH:4][c:5]([C:6](=[O:7])[c:8]2[cH:9][c:10]3[c:11](-[c:23]4[cH:24][c:25]([C:37]#[C:36][Si:33]([CH3:32])([CH3:34])[CH3:35])[cH:26][cH:27][cH:28]4)[cH:12][c:13](=[O:22])[n:14]([CH2:18][CH:19]4[CH2:20][CH2:21]4)[c:15]3[cH:16][cH:17]2)[cH:30][cH:31]1. Reactants: Cl (hydrochloric acid), C[O-].[Na+] (sodium methoxide), C(C(C)(C)C)(=O)OC (methyl pivalate), C(C)#N (acetonitrile). Run in C1(=CC=CC=C1)C (toluene), O (water), CS(=O)C (dimethyl sulfoxide). Conditions: temperature 82 celsius. Product: CC(C(CC#N)=O)(C)C (4,4-dimethyl-3-oxopentanenitrile). RXN SMILES: C[O-].[Na+].[C:4]([O:10]C)(=O)[C:5]([CH3:8])([CH3:7])[CH3:6].[C:12](#[N:14])[CH3:13].Cl>O.C1(C)C=CC=CC=1.CS(C)=O>[CH3:6][C:5]([CH3:8])([CH3:7])[C:4](=[O:10])[CH2:13][C:12]#[N:14] |f:0.1|. Procedure: In the reaction apparatus described in Example 4 were placed 40.5 g (0.75 mol) of sodium methoxide, 58.1 g (0.50 mol) of methyl pivalate, 30.8 g (0.75 mol) of acetonitrile, and 58.1 g of dimethyl sulfoxide (relative dielectric constant at 20° C.: 48.9) under nitrogen atmosphere. The mixture was heated under reflux at 82° C. for 6 hours. After the reaction was complete, 400 mL of toluene was added to the reaction mixture. To the mixture were added 56.7 mL (0.68 mol) of hydrochloric acid (12 mol/L... Starting materials: C(C1=CC=CC=C1)OC[C@@H](C(=O)N[C@H](C(=O)N[C@H](C(=O)[C@@]1(OC1)C)CC1=CC=CC=C1)CC1=CC=C(C=C1)OC)NC(CN1CCOCC1)=O ((S)-3-(benzyloxy)-N-((S)-3-(4-methoxyphenyl)-1-(((S)-1-((R)-2-methyloxiran-2-yl)-1-oxo-3-phenylpropan-2-yl)amino)-1-oxopropan-2-yl)-2-(2-morpholinoacetamido)propanamide). The reagents and catalysts are [Pd] (Pd/C). The solvent is CO (methanol). Reaction conditions: temperature 40 celsius, time 16 hour. The product is OC[C@@H](C(=O)N[C@H](C(=O)N[C@H](C(=O)[C@@]1(OC1)C)CC1=CC=CC=C1)CC1=CC=C(C=C1)OC)NC(CN1CCOCC1)=O ((S)-3-hydroxy-N-((S)-3-(4-methoxyphenyl)-1-(((S)-1-((R)-2-methyloxiran-2-yl)-1-oxo-3-phenylpropan-2-yl)amino)-1-oxopropan-2-yl)-2-(2-morpholinoacetamido)propanamide). Yield: 41550.0%. Reaction SMILES: C([O:8][CH2:9][C@H:10]([NH:41][C:42](=[O:50])[CH2:43][N:44]1[CH2:49][CH2:48][O:47][CH2:46][CH2:45]1)[C:11]([NH:13][C@@H:14]([CH2:32][C:33]1[CH:38]=[CH:37][C:36]([O:39][CH3:40])=[CH:35][CH:34]=1)[C:15]([NH:17][C@@H:18]([CH2:25][C:26]1[CH:31]=[CH:30][CH:29]=[CH:28][CH:27]=1)[C:19]([C@@:21]1([CH3:24])[CH2:23][O:22]1)=[O:20])=[O:16])=[O:12])C1C=CC=CC=1>[Pd].CO>[OH:8][CH2:9][C@H:10]([NH:41][C:42](=[O:50])[CH2:43][N:44]1[CH2:45][CH2:46][O:47][CH2:48][CH2:49]1)[C:11]([NH:13][C@@H:14]([CH2:32][C:33]1[CH:34]=[CH:35][C:36]([O:39][CH3:40])=[CH:37][CH:38]=1)[C:15]([NH:17][C@@H:18]([CH2:25][C:26]1[CH:27]=[CH:28][CH:29]=[CH:30][CH:31]=1)[C:19]([C@@:21]1([CH3:24])[CH2:23][O:22]1)=[O:20])=[O:16])=[O:12]. Procedure: To (S)-3-(benzyloxy)-N-((S)-3-(4-methoxyphenyl)-1-(((S)-1-((R)-2-methyloxiran-2-yl)-1-oxo-3-phenylpropan-2-yl)amino)-1-oxopropan-2-yl)-2-(2-morpholinoacetamido)propanamide (330 mg, 0.480 μmol) was added methanol (20 mL) and Pd/C (10%, 500 mg). The reaction mixture was stirred under a hydrogen atmosphere (balloon) for 16 h at 40° C. before it was cooled to ambient temperature and filtered through Celite. Purification by column chromatography (3:1 DCM/ethyl acetate+0-10% methanol) provided (S)-3-h... Reactants: CCO, Cl, COc1ccc(C(C)(C)O)c(F)c1OC. Product: COc1ccc(C(C)C)c(F)c1OC. RXN SMILES: [CH3:17][CH2:18][OH:19].[ClH:16].[F:1][c:2]1[c:3]([C:12]([CH3:13])([CH3:14])[OH:15])[cH:4][cH:5][c:6]([O:10][CH3:11])[c:7]1[O:8][CH3:9]>>[F:1][c:2]1[c:3]([CH:12]([CH3:13])[CH3:14])[cH:4][cH:5][c:6]([O:10][CH3:11])[c:7]1[O:8][CH3:9]. Reported procedure: 2-Amino-4-chloro-6-hydroxy-s-triazine (hereinafter referred to as COMPOUND II) is described in Chem. Abst., 77, 165133y (1972). This compound in turn can be prepared from 2-amino-4,6-dichloro-s-triazine (hereinafter referred to as COMPOUND I) by controlled hydrolysis of one of the halogens of COMPOUND I. Condensation of COMPOUND II with aminoacetaldehyde dimethyl acetal in aqueous basic media at reflux temperatures gave crystalline 2-amino-4-(2,2-dimethoxyethylamino)-s-triazin-6-one (hereinafter... As a reaction SMILES: [NH2:1][C:2]1[N:7]=[C:6](Cl)[N:5]=[C:4]([OH:9])[N:3]=1.NC1N=C(Cl)N=C(Cl)N=1.[CH3:19][O:20][CH:21]([O:24][CH3:25])[CH2:22][NH2:23]>>[NH2:1][C:2]1[NH:3][C:4](=[O:9])[N:5]=[C:6]([NH:23][CH2:22][CH:21]([O:24][CH3:25])[O:20][CH3:19])[N:7]=1. Product: NC=1NC(N=C(N1)NCC(OC)OC)=O (2-amino-4-(2,2-dimethoxyethylamino)-s-triazin-6-one). The reactants are COMPOUND II, COC(CN)OC (aminoacetaldehyde dimethyl acetal), NC1=NC(=NC(=N1)Cl)O (2-Amino-4-chloro-6-hydroxy-s-triazine), NC1=NC(=NC(=N1)Cl)Cl (2-amino-4,6-dichloro-s-triazine), COMPOUND I, COMPOUND II, 165133y, halogens, COMPOUND I.